From a dataset of the Open Reaction Database (ORD), a public repository of structured organic reaction records. describe an organic reaction: reactants, conditions, products, and yield The reactants are C1CCOC1, COC(=O)c1cn(C(C)C)c2ccccc12, Cl, [Na+], [OH-]. Yields the product CC(C)n1cc(C(=O)O)c2ccccc21. Reaction SMILES: [CH2:20]1[O:21][CH2:22][CH2:23][CH2:24]1.[CH:1]([CH3:2])([CH3:3])[n:4]1[cH:5][c:6]([C:13](=[O:14])[O:15][CH3:16])[c:7]2[cH:8][cH:9][cH:10][cH:11][c:12]12.[ClH:19].[Na+:18].[OH-:17]>>[CH:1]([CH3:2])([CH3:3])[n:4]1[cH:5][c:6]([C:13](=[O:14])[OH:15])[c:7]2[cH:8][cH:9][cH:10][cH:11][c:12]12. Starting materials: N1=CC=CC=C1 (Pyridine), Cl.CNOC (N,O-dimethylhydroxylamine hydrochloride), C=1(C(=CC=CC1)C(=O)Cl)C1=CC=CC=C1 (p-biphenylcarbonyl chloride). Solvent: ClCCl (dichloromethane), C(C)(=O)OCC (ethyl acetate). Conditions: time 2 hour. The product is CON(C(=O)C=1C(=CC=CC1)C1=CC=CC=C1)C (N-methoxy-N-methyl-p-biphenylcarboxamide). Isolated yield 73.8%. Reaction SMILES: N1C=CC=CC=1.Cl.[CH3:8][NH:9][O:10][CH3:11].[C:12]1([C:21]2[CH:26]=[CH:25][CH:24]=[CH:23][CH:22]=2)[C:13]([C:18](Cl)=[O:19])=[CH:14][CH:15]=[CH:16][CH:17]=1>ClCCl.C(OCC)(=O)C>[CH3:11][O:10][N:9]([CH3:8])[C:18]([C:13]1[C:12]([C:21]2[CH:26]=[CH:25][CH:24]=[CH:23][CH:22]=2)=[CH:17][CH:16]=[CH:15][CH:14]=1)=[O:19] |f:1.2|. Procedure details: The intermediate N-methoxy-N-methyl-p-biphenylcarboxamide was first formed. Pyridine (4 mL, 5 equivalents) and N,O-dimethylhydroxylamine hydrochloride (980 mg, 10 mmol) were added to a solution of p-biphenylcarbonyl chloride (2.16 g, 10 mmol) in dry dichloromethane (10 mL). The solution was stirred for 2 hours at room temperature and then diluted with ethyl acetate (20 mL), washed sequentially with 1N HCl (2×20 mL), saturated sodium bicarbonate (20 mL), and brine (20 mL). It was then dried over ... The reactants are C1=CC2=C(C=C1C=O)OCO2 (piperonal), C(CC(=O)OC)(=O)OC (dimethyl malonate), O (H2O). Reagents/catalysts: C(C)(=O)O (acetic acid), N1CCCCC1 (piperidine). Solvent: C1=CC=CC=C1 (benzene). Product: COC(C(C(=O)OC)=CC1=CC2=C(C=C1)OCO2)=O ((3,4-Methylenedioxybenzylidene)malonic acid dimethyl ester). Isolated yield 84.8%. RXN SMILES: [CH:1]1[C:6]([CH:7]=O)=[CH:5][C:4]2[O:9][CH2:10][O:11][C:3]=2[CH:2]=1.[C:12]([O:19][CH3:20])(=[O:18])[CH2:13][C:14]([O:16][CH3:17])=[O:15].O>C1C=CC=CC=1.C(O)(=O)C.N1CCCCC1>[CH3:17][O:16][C:14](=[O:15])[C:13](=[CH:7][C:6]1[CH:1]=[CH:2][C:3]2[O:11][CH2:10][O:9][C:4]=2[CH:5]=1)[C:12]([O:19][CH3:20])=[O:18]. Reported procedure: A mixture of piperonal (15.0 g, 0.1 mol), dimethyl malonate (13.4 g, 0.1 mol), acetic acid (0.32 g, 5.3 mmol) and piperidine (0.43 g, 5.0 mmol) in benzene (200 ml) was stired and refluxed for 6 h with azeotropic distillation of H2O. The solvent was then removed at reduced pressure and the residue dissolved in ethyl acetate (100 ml). This solution was then extracted with 5% HCl (1X, 50 ml), then 5% Na2 CO3 (1X, 50 ml) followed by extraction with saturated aqueous NaCl (1x, 50 ml). The organic lay... Reactants: C(C1=CC=CC=C1)OC1=C(C=CC(=C1)[N+](=O)[O-])OCCOC (2-(benzyloxy)-1-(2-methoxyethoxy)-4-nitrobenzene), C(C)O (ethanol), Cl[Sn]Cl (SnCl2), C([O-])(O)=O.[Na+] (sodium bicarbonate). Run in O (water), CCCCCC.C(C)(=O)OCC (hexane ethyl acetate). Run at temperature 80 celsius. Product: C(C1=CC=CC=C1)OC=1C=C(N)C=CC1OCCOC (3-(benzyloxy)-4-(2-methoxyethoxy)aniline). Yield: 33.3%. Reaction SMILES: [CH2:1]([O:8][C:9]1[CH:14]=[C:13]([N+:15]([O-])=O)[CH:12]=[CH:11][C:10]=1[O:18][CH2:19][CH2:20][O:21][CH3:22])[C:2]1[CH:7]=[CH:6][CH:5]=[CH:4][CH:3]=1.C(O)C.Cl[Sn]Cl.C(=O)(O)[O-].[Na+]>O.CCCCCC.C(OCC)(=O)C>[CH2:1]([O:8][C:9]1[CH:14]=[C:13]([CH:12]=[CH:11][C:10]=1[O:18][CH2:19][CH2:20][O:21][CH3:22])[NH2:15])[C:2]1[CH:7]=[CH:6][CH:5]=[CH:4][CH:3]=1 |f:3.4,6.7|. Reported procedure: In a 50 mL 3-neck RBF equipped with a magnetic stirrer, reflux condenser, and thermo pocket were charged 2-(benzyloxy)-1-(2-methoxyethoxy)-4-nitrobenzene (2.00 g), ethanol (15 mL) and SnCl2 (4.49 g). The reaction mixture was heated to 80° C. for 3 hr. The reaction was monitored by TLC using hexane:ethyl acetate (5:5) as mobile phase. After completion, the reaction mixture was allowed to cool at room temperature. The reaction mixture was poured in water and basified by using saturated sodium bica...